From a dataset of the Open Reaction Database (ORD), a public repository of structured organic reaction records. describe an organic reaction: reactants, conditions, products, and yield The reactants are Intermediate D25, Cl.NC1=C2C(=NC=N1)N(N=C2I)C(C)C=2OC(C1=CC=CC=C1C2C=2CCNCC2)=O (3-(1-(4-amino-3-iodo-1H-pyrazolo[3,4-d]pyrimidin-1-yl)ethyl)-4-(1,2,3,6-tetrahydropyridin-4-yl)-1H-isochromen-1-one hydrochloride), CN(CC(=O)O)C (2-(dimethylamino)acetic acid). Product: C(=O)O.NC1=C2C(=NC=N1)N(N=C2I)C(C)C=2OC(C1=CC=CC=C1C2C=2CCN(CC2)C(CN(C)C)=O)=O (3-(1-(4-amino-3-iodo-1H-pyrazolo[3,4-d]pyrimidin-1-yl)ethyl)-4-(1-(2-(dimethylamino)acetyl)-1,2,3,6-tetrahydropyridin-4-yl)-1H-isochromen-1-one formate). The yield is 108.5%. Reaction SMILES: Cl.[NH2:2][C:3]1[N:8]=[CH:7][N:6]=[C:5]2[N:9]([CH:13]([C:15]3[O:16][C:17](=[O:31])[C:18]4[C:23]([C:24]=3[C:25]3[CH2:26][CH2:27][NH:28][CH2:29][CH:30]=3)=[CH:22][CH:21]=[CH:20][CH:19]=4)[CH3:14])[N:10]=[C:11]([I:12])[C:4]=12.[CH3:32][N:33]([CH3:38])[CH2:34][C:35](O)=[O:36]>>[CH:17]([OH:31])=[O:16].[NH2:2][C:3]1[N:8]=[CH:7][N:6]=[C:5]2[N:9]([CH:13]([C:15]3[O:16][C:17](=[O:31])[C:18]4[C:23]([C:24]=3[C:25]3[CH2:26][CH2:27][N:28]([C:35](=[O:36])[CH2:34][N:33]([CH3:38])[CH3:32])[CH2:29][CH:30]=3)=[CH:22][CH:21]=[CH:20][CH:19]=4)[CH3:14])[N:10]=[C:11]([I:12])[C:4]=12 |f:0.1,3.4|. Procedure: Title compound was prepared following the procedure used for the synthesis of Intermediate D25, from 3-(1-(4-amino-3-iodo-1H-pyrazolo[3,4-d]pyrimidin-1-yl)ethyl)-4-(1,2,3,6-tetrahydropyridin-4-yl)-1H-isochromen-1-one hydrochloride (Intermediate Intermediate D23, 0.200 g, 0.363 mmol) and 2-(dimethylamino)acetic acid (0.045 g, 0.436 mmol) to give the title compound (0.127 g, 0.197 mmol, 54.2% yield) as a white powder. The reactants are CCN(C(C)C)C(C)C, O=C(F)c1ccc(F)c(F)c1Nc1ccc(I)cc1F, C1CCOC1, CC(C)(C)OC(=O)NC1CCCCC1C1(O)CNC1. Product: CC(C)(C)OC(=O)NC1CCCCC1C1(O)CN(C(=O)c2ccc(F)c(F)c2Nc2ccc(I)cc2F)C1. RXN SMILES: [CH:40]([N:41]([CH2:42][CH3:43])[CH:44]([CH3:45])[CH3:46])([CH3:47])[CH3:48].[F:20][c:21]1[c:22]([NH:31][c:32]2[c:33]([F:39])[cH:34][c:35]([I:38])[cH:36][cH:37]2)[c:23]([C:24](=[O:25])[F:26])[cH:27][cH:28][c:29]1[F:30].[O:49]1[CH2:50][CH2:51][CH2:52][CH2:53]1.[OH:1][C:2]1([CH:6]2[CH:7]([NH:12][C:13]([O:14][C:15]([CH3:16])([CH3:17])[CH3:18])=[O:19])[CH2:8][CH2:9][CH2:10][CH2:11]2)[CH2:3][NH:4][CH2:5]1>>[OH:1][C:2]1([CH:6]2[CH:7]([NH:12][C:13]([O:14][C:15]([CH3:16])([CH3:17])[CH3:18])=[O:19])[CH2:8][CH2:9][CH2:10][CH2:11]2)[CH2:3][N:4]([C:24]([c:23]2[c:22]([NH:31][c:32]3[c:33]([F:39])[cH:34][c:35]([I:38])[cH:36][cH:37]3)[c:21]([F:20])[c:29]([F:30])[cH:28][cH:27]2)=[O:25])[CH2:5]1. Yields the product c1ccc(-c2csc3nccc(NCc4ccccn4)c23)cc1. Reactants: Clc1ccnc2scc(-c3ccccc3)c12, ClCCl, NCc1ccccn1. Reaction SMILES: [Cl:1][c:2]1[c:3]2[c:4]([n:5][cH:6][cH:7]1)[s:8][cH:9][c:10]2-[c:11]1[cH:12][cH:13][cH:14][cH:15][cH:16]1.[Cl:25][CH2:26][Cl:27].[NH2:17][CH2:18][c:19]1[n:20][cH:21][cH:22][cH:23][cH:24]1>>[c:2]1([NH:17][CH2:18][c:19]2[n:20][cH:21][cH:22][cH:23][cH:24]2)[c:3]2[c:4]([n:5][cH:6][cH:7]1)[s:8][cH:9][c:10]2-[c:11]1[cH:12][cH:13][cH:14][cH:15][cH:16]1. Reactants: COC[C@H]1C[C@H](N(C1)C(=O)OCC1=CC=CC=C1)C=1NC(=CN1)C1=CC=C(C=C1)B1OC(C(O1)(C)C)(C)C ((2S,4S)-benzyl 4-(methoxymethyl)-2-(5-(4-(4,4,5,5-tetramethyl-1,3,2-dioxaborolan-2-yl)phenyl)-1H-imidazol-2-yl)pyrrolidine-1-carboxylate), BrC1=CC=C(C=C1)C(CNC(OC(C)(C)C)=O)=O (tert-butyl 2-(4-bromophenyl)-2-oxoethylcarbamate), C(=O)([O-])[O-].[K+].[K+] (K2CO3). The reagents and catalysts are C=1C=CC(=CC1)[P](C=2C=CC=CC2)(C=3C=CC=CC3)[Pd]([P](C=4C=CC=CC4)(C=5C=CC=CC5)C=6C=CC=CC6)([P](C=7C=CC=CC7)(C=8C=CC=CC8)C=9C=CC=CC9)[P](C=1C=CC=CC1)(C=1C=CC=CC1)C=1C=CC=CC1 (Pd(PPh3)4). Run in COCCOC (DME). Reaction conditions: temperature 85 celsius. Yields the product C(C)(C)(C)OC(=O)NCC(=O)C1=CC=C(C=C1)C1=CC=C(C=C1)C1=CN=C(N1)[C@H]1N(C[C@H](C1)COC)C(=O)OCC1=CC=CC=C1 ((2S,4S)-benzyl 2-(5-(4′-(2-(tert-butoxycarbonylamino)acetyl)biphenyl-4-yl)-1H-imidazol-2-yl)-4-(methoxymethyl)pyrrolidine-1-carboxylate). The yield is 58.9%. RXN SMILES: [CH3:1][O:2][CH2:3][C@@H:4]1[CH2:8][N:7]([C:9]([O:11][CH2:12][C:13]2[CH:18]=[CH:17][CH:16]=[CH:15][CH:14]=2)=[O:10])[C@H:6]([C:19]2[NH:20][C:21]([C:24]3[CH:29]=[CH:28][C:27](B4OC(C)(C)C(C)(C)O4)=[CH:26][CH:25]=3)=[CH:22][N:23]=2)[CH2:5]1.Br[C:40]1[CH:45]=[CH:44][C:43]([C:46](=[O:56])[CH2:47][NH:48][C:49](=[O:55])[O:50][C:51]([CH3:54])([CH3:53])[CH3:52])=[CH:42][CH:41]=1.C([O-])([O-])=O.[K+].[K+]>COCCOC.C1C=CC([P]([Pd]([P](C2C=CC=CC=2)(C2C=CC=CC=2)C2C=CC=CC=2)([P](C2C=CC=CC=2)(C2C=CC=CC=2)C2C=CC=CC=2)[P](C2C=CC=CC=2)(C2C=CC=CC=2)C2C=CC=CC=2)(C2C=CC=CC=2)C2C=CC=CC=2)=CC=1>[C:51]([O:50][C:49]([NH:48][CH2:47][C:46]([C:43]1[CH:42]=[CH:41][C:40]([C:27]2[CH:28]=[CH:29][C:24]([C:21]3[NH:20][C:19]([C@@H:6]4[CH2:5][C@H:4]([CH2:3][O:2][CH3:1])[CH2:8][N:7]4[C:9]([O:11][CH2:12][C:13]4[CH:14]=[CH:15][CH:16]=[CH:17][CH:18]=4)=[O:10])=[N:23][CH:22]=3)=[CH:25][CH:26]=2)=[CH:45][CH:44]=1)=[O:56])=[O:55])([CH3:54])([CH3:52])[CH3:53] |f:2.3.4,^1:72,74,93,112|. Reported procedure: (2S,4S)-benzyl 4-(methoxymethyl)-2-(5-(4-(4,4,5,5-tetramethyl-1,3,2-dioxaborolan-2-yl)phenyl)-1H-imidazol-2-yl)pyrrolidine-1-carboxylate (500 mg, 0.97 mmol), tert-butyl 2-(4-bromophenyl)-2-oxoethylcarbamate (364 mg, 1.16 mmol), Pd(PPh3)4 (112 mg, 0.097 mmol), and K2CO3 (2M in H2O, 1.6 mL, 3.2 mmoL) were combined in DME (10 mL). The mixture was degassed with bubbling N2 for 10 min the heated to 85° C. for 18 h. After cooling, the reaction mixture was diluted with EtOAc, and washed successively wi... The reactants are COC=1C=CC2=C(CNCCS2)C1 (7-Methoxy-2,3,4,5-tetrahydro-1,4-benzothiazepine), C(C=C)(=O)Cl (acryloyl chloride). Run in C(C)N(CC)CC (triethylamine). Product: C(C=C)(=O)N1CCSC2=C(C1)C=C(C=C2)OC (4-acryloyl-7-methoxy-2,3,4,5-tetrahydro-1,4-benzothiazepine). Isolated yield 83.0%. As a reaction SMILES: [CH3:1][O:2][C:3]1[CH:4]=[CH:5][C:6]2[S:12][CH2:11][CH2:10][NH:9][CH2:8][C:7]=2[CH:13]=1.[C:14](Cl)(=[O:17])[CH:15]=[CH2:16]>C(N(CC)CC)C>[C:14]([N:9]1[CH2:8][C:7]2[CH:13]=[C:3]([O:2][CH3:1])[CH:4]=[CH:5][C:6]=2[S:12][CH2:11][CH2:10]1)(=[O:17])[CH:15]=[CH2:16]. Procedure: 7-Methoxy-2,3,4,5-tetrahydro-1,4-benzothiazepine (10.0 g) (refer to preparation examples 1 to 6 as mentioned below), triethylamine (10.2 g) and acryloyl chloride (6.9 g) were reacted in the same manner as in Experimental Example 1 to give 4-acryloyl-7-methoxy-2,3,4,5-tetrahydro-1,4-benzothiazepine (10.6 g). Reactants: C[O-], CO, COC(=O)CC(c1ccc(C(=O)OC)cc1Br)S(N)(=O)=O, [Na+]. The product is COC(=O)c1ccc(C2CC(=O)NS2(=O)=O)c(Br)c1. Reaction SMILES: [CH3:22][O-:23].[CH3:25][OH:26].[NH2:1][S:2](=[O:3])(=[O:4])[CH:5]([CH2:6][C:7](=[O:8])[O:9][CH3:10])[c:11]1[c:12]([Br:21])[cH:13][c:14]([C:15](=[O:16])[O:17][CH3:18])[cH:19][cH:20]1.[Na+:24]>>[NH:1]1[S:2](=[O:3])(=[O:4])[CH:5]([c:11]2[c:12]([Br:21])[cH:13][c:14]([C:15](=[O:16])[O:17][CH3:18])[cH:19][cH:20]2)[CH2:6][C:7]1=[O:8]. The reactants are ClCC1=C2C(=CC(NC2=CC=C1C1=C(C=CC=C1)OC)(C)C)C (5-chloromethyl-6-(2-methoxyphenyl)-2,2,4-trimethyl-1,2-dihydroquinoline), N1CCCC1 (pyrrolidine), C([O-])([O-])=O.[K+].[K+] (potassium carbonate). Reported procedure: A mixture of 5-chloromethyl-6-(2-methoxyphenyl)-2,2,4-trimethyl-1,2-dihydroquinoline (Reference Compound No. 5-1, 41.2 mg, 0.126 mmol), pyrrolidine (52.6 μL, 0.630 mmol) and potassium carbonate (34.8 mg, 0.252 mmol) was suspended in anhydrous N,N-dimethylformamide (1 mL), and the reaction mixture was stirred at 50° C. for 1 hour. After cooling down, it was diluted with ethyl acetate (50 mL). The whole was washed with water (50 mL) and saturated brine (50 mL) successively, dried over anhydrous ma... Product: COC1=C(C=CC=C1)C=1C(=C2C(=CC(NC2=CC1)(C)C)C)CN1CCCC1 (6-(2-Methoxyphenyl)-5-[(pyrrolidin-1-yl)methyl]-2,2,4-trimethyl-1,2-dihydroquinoline). Reaction SMILES: Cl[CH2:2][C:3]1[C:12]([C:13]2[CH:18]=[CH:17][CH:16]=[CH:15][C:14]=2[O:19][CH3:20])=[CH:11][CH:10]=[C:9]2[C:4]=1[C:5]([CH3:23])=[CH:6][C:7]([CH3:22])([CH3:21])[NH:8]2.[NH:24]1[CH2:28][CH2:27][CH2:26][CH2:25]1.C(=O)([O-])[O-].[K+].[K+]>CN(C)C=O.C(OCC)(=O)C>[CH3:20][O:19][C:14]1[CH:15]=[CH:16][CH:17]=[CH:18][C:13]=1[C:12]1[C:3]([CH2:2][N:24]2[CH2:28][CH2:27][CH2:26][CH2:25]2)=[C:4]2[C:9](=[CH:10][CH:11]=1)[NH:8][C:7]([CH3:22])([CH3:21])[CH:6]=[C:5]2[CH3:23] |f:2.3.4|. Reaction conditions: temperature 50 celsius, time 1 hour. Isolated yield 79.0%. The solvent is CN(C=O)C (N,N-dimethylformamide), C(C)(=O)OCC (ethyl acetate).